Dataset: the Open Reaction Database (ORD), a public repository of structured organic reaction records. Task: describe an organic reaction: reactants, conditions, products, and yield Reactants: BrCc1ccccc1, O=C([O-])[O-], CN(C)C=O, O=Cc1c(O)ccc(F)c1F, [K+], [K+]. Product: O=Cc1c(OCc2ccccc2)ccc(F)c1F. RXN SMILES: [Br:12][CH2:13][c:14]1[cH:15][cH:16][cH:17][cH:18][cH:19]1.[C:20](=[O:21])([O-:22])[O-:23].[CH3:26][N:27]([CH3:28])[CH:29]=[O:30].[F:1][c:2]1[c:3]([CH:4]=[O:5])[c:6]([OH:11])[cH:7][cH:8][c:9]1[F:10].[K+:24].[K+:25]>>[F:1][c:2]1[c:3]([CH:4]=[O:5])[c:6]([O:11][CH2:13][c:14]2[cH:15][cH:16][cH:17][cH:18][cH:19]2)[cH:7][cH:8][c:9]1[F:10]. Starting materials: C(=C)P(C1=CC(=C(C=C1)[N+](=O)[O-])OC)(C=C)=O (Diethenyl(3-methoxy-4-nitrophenyl)phosphane oxide), C(=C)P(C1=CC(=C(C=C1)[N+](=O)[O-])OC)(C=C)=O (Diethenyl(3-methoxy-4-nitrophenyl)phosphane oxide), C(CC(=O)OCC)(=O)OCC (diethyl malonate), C([O-])([O-])=O.[K+].[K+] (Potassium carbonate), Cl (HCl), crude product. Run in CS(=O)C (DMSO). Run at temperature 75 celsius, time 1 hour. The product is COC=1C=C(C=CC1[N+](=O)[O-])P1(CCC(CC1)(C(=O)OCC)C(=O)OCC)=O (Diethyl 1-(3-methoxy-4-nitrophenyl)phosphinane-4,4-dicarboxylate 1-oxide). The yield is 40.8%. As a reaction SMILES: [CH:1]([P:3](=[O:17])([CH:15]=[CH2:16])[C:4]1[CH:9]=[CH:8][C:7]([N+:10]([O-:12])=[O:11])=[C:6]([O:13][CH3:14])[CH:5]=1)=[CH2:2].[C:18]([O:26][CH2:27][CH3:28])(=[O:25])[CH2:19][C:20]([O:22][CH2:23][CH3:24])=[O:21].C(=O)([O-])[O-].[K+].[K+].Cl>CS(C)=O>[CH3:14][O:13][C:6]1[CH:5]=[C:4]([P:3]2(=[O:17])[CH2:15][CH2:16][C:19]([C:20]([O:22][CH2:23][CH3:24])=[O:21])([C:18]([O:26][CH2:27][CH3:28])=[O:25])[CH2:2][CH2:1]2)[CH:9]=[CH:8][C:7]=1[N+:10]([O-:12])=[O:11] |f:2.3.4|. Procedure: Diethenyl(3-methoxy-4-nitrophenyl)phosphane oxide (INTERMEDIATE 58) (0.45 g, 1.78 mmol) and diethyl malonate (0.285 g, 1.78 mmol) were added to a 15 mL round-bottomed flask. DMSO (10 mL) was added to give a brown solution. Potassium carbonate (0.368 g, 2.67 mmol) was added. The reaction was heated to 75° C. and stirred at that temp for 1 h. The reaction was cooled to RT, and the solution was poured into an HCl solution (1N, 40 mL). The mixture was extracted with EtOAc (3×10 mL), and the combined... Starting materials: C(CCC)OCCOC1=CC=C(C=C1)C=1C=CC2=C(C=C(CCN2CC2=NN=NN2)C(=O)OC)C1 (Methyl 7-[4-(2-butoxyethoxy)phenyl]-1-(tetrazol-5-ylmethyl)-2,3-dihydro-1-benzazepine-4-carboxylate), C([O-])([O-])=O.[K+].[K+] (potassium carbonate), C(C)I (ethyl iodide). Solvent: C(C)#N (acetonitrile). Conditions: temperature 50 celsius, time 16 hour. Yields the product C(CCC)OCCOC1=CC=C(C=C1)C=1C=CC2=C(C=C(CCN2CC2=NN=NN2CC)C(=O)OC)C1 (methyl 7-[4-(2-butoxyethoxy)phenyl]-1-(1-ethyltetrazol-5-ylmethyl)-2,3-dihydro-1-benzazepine-4-carboxylate), methyl 7-[4-(2-butoxyethoxy)phenyl]-1-(2-ethyltetetrazol-5-ylmethyl)-2,3-dihydro-1-benzazepine-4-carboxylate. As a reaction SMILES: [CH2:1]([O:5][CH2:6][CH2:7][O:8][C:9]1[CH:14]=[CH:13][C:12]([C:15]2[CH:16]=[CH:17][C:18]3[N:24]([CH2:25][C:26]4[NH:30][N:29]=[N:28][N:27]=4)[CH2:23][CH2:22][C:21]([C:31]([O:33][CH3:34])=[O:32])=[CH:20][C:19]=3[CH:35]=2)=[CH:11][CH:10]=1)[CH2:2][CH2:3][CH3:4].C(=O)([O-])[O-].[K+].[K+].[CH2:42](I)[CH3:43]>C(#N)C>[CH2:1]([O:5][CH2:6][CH2:7][O:8][C:9]1[CH:14]=[CH:13][C:12]([C:15]2[CH:16]=[CH:17][C:18]3[N:24]([CH2:25][C:26]4[N:30]([CH2:42][CH3:43])[N:29]=[N:28][N:27]=4)[CH2:23][CH2:22][C:21]([C:31]([O:33][CH3:34])=[O:32])=[CH:20][C:19]=3[CH:35]=2)=[CH:11][CH:10]=1)[CH2:2][CH2:3][CH3:4] |f:1.2.3|. Procedure details: Methyl 7-[4-(2-butoxyethoxy)phenyl]-1-(tetrazol-5-ylmethyl)-2,3-dihydro-1-benzazepine-4-carboxylate (1.9 g) was dissolved in acetonitrile (190 ml). To the solution were added potassium carbonate (1.65 g) and ethyl iodide (0.76 ml), and the mixture was stirred at 50° C. for 16 hours. The solvent was concentrated to 1/3 under reduced pressure, which was added to water, and the mixture was extracted with ethyl acetate. The extract was washed with saturated brine and dried with magnesium sulfate. Th...